From a dataset of the Open Reaction Database (ORD), a public repository of structured organic reaction records. describe an organic reaction: reactants, conditions, products, and yield The reactants are CC(O)=S, C=Cc1ccccn1. The product is CC(=S)OCCc1ccccn1. Reaction SMILES: [C:1]([CH3:2])(=[S:3])[OH:4].[CH:5](=[CH2:6])[c:7]1[n:8][cH:9][cH:10][cH:11][cH:12]1>>[C:1]([CH3:2])(=[S:3])[O:4][CH2:6][CH2:5][c:7]1[n:8][cH:9][cH:10][cH:11][cH:12]1. Starting materials: [BH4-].[Na+] (NaBH4), [N+](=O)([O-])C=1C=C(C(=O)O)C=C(C1)C=1SC=2C=NC=CC2N1 (3-Nitro-5-thiazolo[5,4-c]pyridin-2-yl-benzoic acid), CN1CCOCC1 (NMM), ClC(=O)OCC(C)C (isobutyl chloroformate). Run in O (water), C1CCOC1 (THF). Conditions: temperature 0 celsius, time 40 minute. Yields the product [N+](=O)([O-])C=1C=C(C=C(C1)C=1SC=2C=NC=CC2N1)CO ((3-nitro-5-thiazolo[5,4-c]pyridin-2-yl-phenyl)-methanol). Isolated yield 17.9%. As a reaction SMILES: [N+:1]([C:4]1[CH:5]=[C:6]([CH:10]=[C:11]([C:13]2[S:14][C:15]3[CH:16]=[N:17][CH:18]=[CH:19][C:20]=3[N:21]=2)[CH:12]=1)[C:7](O)=[O:8])([O-:3])=[O:2].CN1CCOCC1.ClC(OCC(C)C)=O.[BH4-].[Na+]>C1COCC1.O>[N+:1]([C:4]1[CH:5]=[C:6]([CH2:7][OH:8])[CH:10]=[C:11]([C:13]2[S:14][C:15]3[CH:16]=[N:17][CH:18]=[CH:19][C:20]=3[N:21]=2)[CH:12]=1)([O-:3])=[O:2] |f:3.4|. Procedure: 3-Nitro-5-thiazolo[5,4-c]pyridin-2-yl-benzoic acid (880 mg, 2.92 mmol) was suspended in 50 mL of anhydrous THF along with NMM (0.32 mL, 2.92 mmol). The reaction mixture was cooled in an ice bath and isobutyl chloroformate (0.38 mL, 2.92 mmol) was added. The reaction mixture was stirred at 0° C. for 40 min. NaBH4 (110 mg, 2.92 mmol) was then added as a solution in 5 mL of water. The reaction mixture was stirred at 0° C. for 30 min and then warmed to room temperature. It was concentrated and then ...